From a dataset of the Open Reaction Database (ORD), a public repository of structured organic reaction records. describe an organic reaction: reactants, conditions, products, and yield Reactants: C(CCCCCCCCC)C1=CC=C(C=C1)O (4-n-decylphenol), CC(CCCC(=O)OC)=C (methyl 5-methyl-hex-5-enoate), Cl(=O)(=O)(=O)O (perchloric acid). The solvent is C(Cl)Cl (methylene chloride). Product: C(CCCCCCCCC)C=1C=CC(=C(C1)C(CCCC(=O)OC)(C)C)O (methyl 5-(5-n-decyl-2-hydroxyphenyl)-5-methyl-hexanoate). Reaction SMILES: [CH2:1]([C:11]1[CH:16]=[CH:15][C:14]([OH:17])=[CH:13][CH:12]=1)[CH2:2][CH2:3][CH2:4][CH2:5][CH2:6][CH2:7][CH2:8][CH2:9][CH3:10].[CH3:18][C:19](=[CH2:27])[CH2:20][CH2:21][CH2:22][C:23]([O:25][CH3:26])=[O:24].Cl(O)(=O)(=O)=O>C(Cl)Cl>[CH2:1]([C:11]1[CH:16]=[CH:15][C:14]([OH:17])=[C:13]([C:19]([CH3:27])([CH3:18])[CH2:20][CH2:21][CH2:22][C:23]([O:25][CH3:26])=[O:24])[CH:12]=1)[CH2:2][CH2:3][CH2:4][CH2:5][CH2:6][CH2:7][CH2:8][CH2:9][CH3:10]. Procedure: 2.3 Parts of 4-n-decylphenol, 1.4 parts of methyl 5-methyl-hex-5-enoate, 0.25 of 70% perchloric acid, and 10 parts of methylene chloride were stored for 12 days at room temperature. The work up followed Example 61 and gave on distillation, methyl 5-(5-n-decyl-2-hydroxyphenyl)-5-methyl-hexanoate, b0.8, 160°-7° C.